This data is from the Open Reaction Database (ORD), a public repository of structured organic reaction records. The task is: describe an organic reaction: reactants, conditions, products, and yield The reactants are BrC1=C(C(=CC=2C(=CCC(C12)(C)C)C(C)C)/C(=C(\C(=O)OCC)/F)/C)OCC (ethyl (2E)-3-(4-bromo-3-ethoxy-8-isopropyl-5,5 dimethyl-5,6-dihydro-naphthalen-2-yl)-2-fluoro-but-2-enoate), [H-].C(C(C)C)[Al+]CC(C)C (diisobutylaluminum hydride). Yields the product BrC1=C(C(=CC=2C(=CCC(C12)(C)C)C(C)C)/C(=C(\CO)/F)/C)OCC ((2E)-3-(4-Bromo-3-ethoxy-8-isopropyl-5,5-dimethyl-5,6-dihydro-naphthalen-2-yl)-2-fluoro-but-2-en-1-ol). Reaction SMILES: [Br:1][C:2]1[C:11]2[C:10]([CH3:13])([CH3:12])[CH2:9][CH:8]=[C:7]([CH:14]([CH3:16])[CH3:15])[C:6]=2[CH:5]=[C:4](/[C:17](/[CH3:25])=[C:18](/[F:24])\[C:19](OCC)=[O:20])[C:3]=1[O:26][CH2:27][CH3:28].[H-].C([Al+]CC(C)C)C(C)C>>[Br:1][C:2]1[C:11]2[C:10]([CH3:13])([CH3:12])[CH2:9][CH:8]=[C:7]([CH:14]([CH3:16])[CH3:15])[C:6]=2[CH:5]=[C:4](/[C:17](/[CH3:25])=[C:18](/[F:24])\[CH2:19][OH:20])[C:3]=1[O:26][CH2:27][CH3:28] |f:1.2|. Procedure: Following General Procedure G-1, ethyl (2E)-3-(4-bromo-3-ethoxy-8-isopropyl-5,5 dimethyl-5,6-dihydro-naphthalen-2-yl)-2-fluoro-but-2-enoate (Compound A-125, 1.2 g, 2.65 mmol) and diisobutylaluminum hydride (1 M in methylene chloride, 6.35 mL, 6.35 mmol) were reacted to give the title compound as a colorless oil after purification by flash chromatography (silica gel, 10% ethyl acetate in hexanes).